describe an organic reaction: reactants, conditions, products, and yield From a dataset of the Open Reaction Database (ORD), a public repository of structured organic reaction records. Reactants: CC(=O)NCc1cc(C(C)(C)C)ccc1O, O=S(=O)(O)Cl, O. Yields the product CC(=O)NCc1cc(C(C)(C)C)cc(S(=O)(=O)Cl)c1O. As a reaction SMILES: [C:1]([CH3:2])(=[O:3])[NH:4][CH2:5][c:6]1[c:7]([OH:16])[cH:8][cH:9][c:10]([C:12]([CH3:13])([CH3:14])[CH3:15])[cH:11]1.[Cl:17][S:18](=[O:19])(=[O:20])[OH:21].[OH2:22]>>[C:1]([CH3:2])(=[O:3])[NH:4][CH2:5][c:6]1[c:7]([OH:16])[c:8]([S:18]([Cl:17])(=[O:19])=[O:20])[cH:9][c:10]([C:12]([CH3:13])([CH3:14])[CH3:15])[cH:11]1. Starting materials: CC(CC1(OCCO1)C)(C[N+](=O)[O-])C (2-(2,2-dimethyl-3-nitropropyl)-2-methyl-[1,3]dioxolane), [H][H] (hydrogen). The reagents and catalysts are [Pt] (platinum on carbon). The solvent is C(C)O (ethanol). Reaction conditions: time 24 hour. The product is CC(CN)(CC1(OCCO1)C)C (2,2-dimethyl-3-(2-methyl-[1,3]dioxolan-2-yl)propylamine). The yield is 101.1%. As a reaction SMILES: [CH3:1][C:2]([CH3:14])([CH2:10][N+:11]([O-])=O)[CH2:3][C:4]1([CH3:9])[O:8][CH2:7][CH2:6][O:5]1.[H][H]>[Pt].C(O)C>[CH3:1][C:2]([CH3:14])([CH2:3][C:4]1([CH3:9])[O:5][CH2:6][CH2:7][O:8]1)[CH2:10][NH2:11]. Procedure: A Parr hydrogenation vessel was charged with 2-(2,2-dimethyl-3-nitropropyl)-2-methyl-[1,3]dioxolane (23.1 g, 113 mmol), 5% platinum on carbon catalyst (3.0 g) and ethanol (250 mL); placed on a Parr shaker; and the system pressurized to 50 psi (3.4×105 Pa) hydrogen. After shaking for 24 hours, the reaction mixture was filtered through CELITE filter agent and concentrated under reduced pressure to provide 2,2-dimethyl-3-(2-methyl-[1,3]dioxolan-2-yl)propylamine (19.8 g) as an oil that was used dire... The reactants are C12CCC(CC1)C2C(=O)O (7-Norbornanecarboxylic acid), N[C@@H]1CN(CC1)CCC1=CC=CC=C1 ((S)-3-amino-1-(2-phenylethyl)pyrrolidine). The product is C1(=CC=CC=C1)CCN1C[C@H](CC1)NC(=O)C1C2CCC1CC2 ((S)-N-(1-(2-phenylethyl)pyrrolidin-3-yl)-7-norbornanecarboxamide). Reaction SMILES: [CH:1]12[CH:7]([C:8]([OH:10])=O)[CH:4]([CH2:5][CH2:6]1)[CH2:3][CH2:2]2.[NH2:11][C@H:12]1[CH2:16][CH2:15][N:14]([CH2:17][CH2:18][C:19]2[CH:24]=[CH:23][CH:22]=[CH:21][CH:20]=2)[CH2:13]1>>[C:19]1([CH2:18][CH2:17][N:14]2[CH2:15][CH2:16][C@H:12]([NH:11][C:8]([CH:7]3[CH:4]4[CH2:3][CH2:2][CH:1]3[CH2:6][CH2:5]4)=[O:10])[CH2:13]2)[CH:20]=[CH:21][CH:22]=[CH:23][CH:24]=1. Reported procedure: 7-Norbornanecarboxylic acid and (S)-3-amino-1-(2-phenylethyl)pyrrolidine were reacted under the same conditions as in Example 23 to give (S)-N-(1-(2-phenylethyl)pyrrolidin-3-yl)-7-norbornanecarboxamide. The reactants are CC1=CC2=C(N=C(O2)C(CC(C(F)(F)F)=O)=O)C=C1 (1-(6-methylbenzoxazol-2-yl)-4,4,4-trifluorobutane-1,3-dione), Cl.CS(=O)(=O)C1=CC=C(C=C1)NN (4-methylsulfonylphenylhydrazine hydrochloride). Product: CC1=CC2=C(N=C(O2)C2=CC(=NN2C2=CC=C(C=C2)S(=O)(=O)C)C(F)(F)F)C=C1 (6-methyl-2-[1-(4-methylsulfonylphenyl)-3-trifluoromethyl-1H-pyrazol-5-yl]benzoxazole). Reaction SMILES: [CH3:1][C:2]1[CH:19]=[CH:18][C:5]2[N:6]=[C:7]([C:9](=O)[CH2:10][C:11](=O)[C:12]([F:15])([F:14])[F:13])[O:8][C:4]=2[CH:3]=1.Cl.[CH3:21][S:22]([C:25]1[CH:30]=[CH:29][C:28]([NH:31][NH2:32])=[CH:27][CH:26]=1)(=[O:24])=[O:23]>>[CH3:1][C:2]1[CH:19]=[CH:18][C:5]2[N:6]=[C:7]([C:9]3[N:31]([C:28]4[CH:27]=[CH:26][C:25]([S:22]([CH3:21])(=[O:24])=[O:23])=[CH:30][CH:29]=4)[N:32]=[C:11]([C:12]([F:15])([F:14])[F:13])[CH:10]=3)[O:8][C:4]=2[CH:3]=1 |f:1.2|. Reported procedure: The procedure of Example 9 was repeated using 1-(6-methylbenzoxazol-2-yl)-4,4,4-trifluorobutane-1,3-dione and 4-methylsulfonylphenylhydrazine hydrochloride as the starting materials to obtain 6-methyl-2-[1-(4-methylsulfonylphenyl)-3-trifluoromethyl-1H-pyrazol-5-yl]benzoxazole. The reactants are C(C)OC(C#CCF)=O (4-fluoro-but-2-ynoic acid ethyl ester), C12CCCC(CCC1)C2C2=CC=C(OC[C@@H]1CN=C(O1)N)C=C2 ((S)-5-(4-bicyclo[3.3.1]non-9-yl-phenoxymethyl)-4,5-dihydro-oxazol-2-yl-amine), C12CCCC(CCC1)C2C2=CC=C(C=C2)O (4-bicyclo[3.3.1]non-9-yl-phenol), C1[C@@H](O1)CCl (R-epichlorohydrin). Solvent: C(C)(C)(C)O (t-butanol). Yields the product C12CCCC(CCC1)C2C2=CC=C(OC[C@@H]1CN3C(=NC(C=C3CF)=O)O1)C=C2 ((S)-2-(4-Bicyclo[3.3.1]non-9-yl-phenoxymethyl)-5-fluoromethyl-2,3-dihydro-oxazolo[3,2-a]pyrimidin-7-one). The yield is 123.5%. As a reaction SMILES: [CH:1]12[CH:9]([C:10]3[CH:23]=[CH:22][C:13]([O:14][CH2:15][C@H:16]4[O:20][C:19]([NH2:21])=[N:18][CH2:17]4)=[CH:12][CH:11]=3)[CH:5]([CH2:6][CH2:7][CH2:8]1)[CH2:4][CH2:3][CH2:2]2.C12C(C3C=CC(O)=CC=3)C(CCC1)CCC2.C1O[C@H]1CCl.C([O:47][C:48](=O)[C:49]#[C:50][CH2:51][F:52])C>C(O)(C)(C)C>[CH:1]12[CH:9]([C:10]3[CH:23]=[CH:22][C:13]([O:14][CH2:15][C@H:16]4[O:20][C:19]5=[N:21][C:48](=[O:47])[CH:49]=[C:50]([CH2:51][F:52])[N:18]5[CH2:17]4)=[CH:12][CH:11]=3)[CH:5]([CH2:4][CH2:3][CH2:2]1)[CH2:6][CH2:7][CH2:8]2. Procedure: To a solution of (S)-5-(4-bicyclo[3.3.1]non-9-yl-phenoxymethyl)-4,5-dihydro-oxazol-2-yl-amine (1.1 g, 3.5 mmol) (prepared from 4-bicyclo[3.3.1]non-9-yl-phenol and R-epichlorohydrin employing the procedures in Steps 1 through 2 of Example 1) in t-butanol (13 mL) was added 0.82 g (0.63 mmol) of 4-fluoro-but-2-ynoic acid ethyl ester (prepared in accordance with the procedures as described in Poulter, J Org Chem 1981, 46, 1532). The reaction mixture was refluxed for 6 hours after which it was concen... Starting materials: ICC(=O)N (iodoacetamide), N1CCC(CC1)C1=CC=C(C=C1)C1=CC=CC(=N1)N (6-[4-(piperidin-4-yl)-phenyl]-pyridin-2-ylamine). The product is C(C)(=O)NN1CCC(CC1)C1=CC=C(C=C1)C1=CC=CC(=N1)N (6-[(N-Acetamido)-4-(piperidin-4-yl)-phenyl]-pyridin-2-ylamine). Reaction SMILES: I[CH2:2][C:3]([NH2:5])=[O:4].[NH:6]1[CH2:11][CH2:10][CH:9]([C:12]2[CH:17]=[CH:16][C:15]([C:18]3[N:23]=[C:22]([NH2:24])[CH:21]=[CH:20][CH:19]=3)=[CH:14][CH:13]=2)[CH2:8][CH2:7]1>>[C:3]([NH:5][N:6]1[CH2:11][CH2:10][CH:9]([C:12]2[CH:13]=[CH:14][C:15]([C:18]3[N:23]=[C:22]([NH2:24])[CH:21]=[CH:20][CH:19]=3)=[CH:16][CH:17]=2)[CH2:8][CH2:7]1)(=[O:4])[CH3:2]. Reported procedure: Prepared from Example 13, using iodoacetamide to alkylate 6-[4-(piperidin-4-yl)-phenyl]-pyridin-2-ylamine, in 55%, mp 224-227° C. Reactants: CCOC(=O)C1Sc2ccccc2N(C)C1=O, CC(C)OC(C)C, Nc1ccc(F)cc1. The product is CN1C(=O)C(C(=O)Nc2ccc(F)cc2)Sc2ccccc21. As a reaction SMILES: [CH2:1]([O:2][C:4](=[O:5])[CH:6]1[S:7][c:8]2[c:9]([cH:14][cH:15][cH:16][cH:17]2)[N:10]([CH3:13])[C:11]1=[O:12])[CH3:3].[CH:26]([O:27][CH:28]([CH3:29])[CH3:30])([CH3:31])[CH3:32].[NH2:18][c:19]1[cH:20][cH:21][c:22]([F:23])[cH:24][cH:25]1>>[C:4](=[O:5])([CH:6]1[S:7][c:8]2[c:9]([cH:14][cH:15][cH:16][cH:17]2)[N:10]([CH3:13])[C:11]1=[O:12])[NH:18][c:19]1[cH:20][cH:21][c:22]([F:23])[cH:24][cH:25]1.